From a dataset of the Open Reaction Database (ORD), a public repository of structured organic reaction records. describe an organic reaction: reactants, conditions, products, and yield Reactants: Cl.N1CC(C1)C1=CC2=C(C=3N=C(SC3CCO2)C=2N(N=CN2)C(C)C)C=C1 (8-azetidin-3-yl-2-(2-isopropyl-2H-[1,2,4]triazol-3-yl)-4,5-dihydro-6-oxa-3-thia-1-aza-benzo[e]azulene hydrochloride salt), CS(=O)(=O)Cl (methanesulfonyl chloride). The product is C(C)(C)N1N=CN=C1C=1SC=2CCOC3=C(C2N1)C=CC(=C3)C3CN(C3)S(=O)(=O)C (2-(2-Isopropyl-2H-[1,2,4]triazol-3-yl)-8-(1-methanesulfonyl-azetidin-3-yl)-4,5-dihydro-6-oxa-3-thia-1-aza-benzo[e]azulene). As a reaction SMILES: Cl.[NH:2]1[CH2:5][CH:4]([C:6]2[CH:27]=[CH:26][C:9]3[C:10]4[N:11]=[C:12]([C:18]5[N:19]([CH:23]([CH3:25])[CH3:24])[N:20]=[CH:21][N:22]=5)[S:13][C:14]=4[CH2:15][CH2:16][O:17][C:8]=3[CH:7]=2)[CH2:3]1.[CH3:28][S:29](Cl)(=[O:31])=[O:30]>>[CH:23]([N:19]1[C:18]([C:12]2[S:13][C:14]3[CH2:15][CH2:16][O:17][C:8]4[CH:7]=[C:6]([CH:4]5[CH2:5][N:2]([S:29]([CH3:28])(=[O:31])=[O:30])[CH2:3]5)[CH:27]=[CH:26][C:9]=4[C:10]=3[N:11]=2)=[N:22][CH:21]=[N:20]1)([CH3:25])[CH3:24] |f:0.1|. Procedure details: Following the procedure for 395, 8-azetidin-3-yl-2-(2-isopropyl-2H-[1,2,4]triazol-3-yl)-4,5-dihydro-6-oxa-3-thia-1-aza-benzo[e]azulene hydrochloride salt and methanesulfonyl chloride were reacted. The reaction mixture was loaded directly onto a silica column with no aqueous work-up to give 259 isolated as a white solid (67 mg, 84%). LCMS: RT=10.97 min, [M+H]+=446. 1H NMR δ (ppm) (CDCl3): 8.36 (1H, d, J=8.20 Hz), 7.90 (1H, d, J=0.68 Hz), 7.16 (1H, dd, J=8.24, 1.88 Hz), 7.02 (1H, d, J=1.85 Hz), 5.... Starting materials: solution, C(C)(CC)[BH-](C(C)CC)C(C)CC.[K+] (potassium tri-sec-butylborohydride), hydrogeneperoxide solution, COC=1C=C(C=CC1OC)C1CC(CCC1[N+](=O)[O-])=O ((3RS,4SR)-3-(3,4-dimethoxyphenyl)-4-nitrocyclohexanone), P(=O)([O-])([O-])[O-] (phosphate). Solvent: O1CCCC1 (tetrahydrofurane), C(C)(=O)OCC (ethyl acetate), O1CCCC1 (tetrahydrofurane). Reaction conditions: temperature -78 celsius, time 1 hour. Product: COC=1C=C(C=CC1OC)C1CC(CCC1[N+](=O)[O-])O ((1RS,3RS,4SR)-3-(3,4-Dimethoxyphenyl)-4-nitrocyclohexanol). RXN SMILES: [CH3:1][O:2][C:3]1[CH:4]=[C:5]([CH:11]2[CH:16]([N+:17]([O-:19])=[O:18])[CH2:15][CH2:14][C:13](=[O:20])[CH2:12]2)[CH:6]=[CH:7][C:8]=1[O:9][CH3:10].C([BH-](C(CC)C)C(CC)C)(CC)C.[K+].P([O-])([O-])([O-])=O>O1CCCC1.C(OCC)(=O)C>[CH3:1][O:2][C:3]1[CH:4]=[C:5]([CH:11]2[CH:16]([N+:17]([O-:19])=[O:18])[CH2:15][CH2:14][CH:13]([OH:20])[CH2:12]2)[CH:6]=[CH:7][C:8]=1[O:9][CH3:10] |f:1.2|. Reported procedure: Under nitrogen atmosphere 16.76 g of (3RS,4SR)-3-(3,4-dimethoxyphenyl)-4-nitrocyclohexanone (compound J1) are dissolved in 300 ml of tetrahydrofurane, the solution is cooled to −78° C., and 75 ml of 1 M solution of potassium tri-sec-butylborohydride in tetrahydrofurane is added dropwise. After stirring for further 1 h, a mixture consisting of 30% hydrogeneperoxide solution and phosphate buffer solution is added. Stirring is continued for further 10 min, the reaction mixture is diluted with 400 m...